Dataset: the Open Reaction Database (ORD), a public repository of structured organic reaction records. Task: describe an organic reaction: reactants, conditions, products, and yield Starting materials: O[Li].O (LiOH-H2O), C(=CC1=CC=CC=C1)S(=O)(=O)O (hydrogen styrene sulfonate). Yields the product C(=CC1=CC=CC=C1)S(=O)(=O)[O-].[Li+] (lithium styrene sulfonate). Reaction SMILES: O[Li:2].O.[CH:4]([S:12]([OH:15])(=[O:14])=[O:13])=[CH:5][C:6]1[CH:11]=[CH:10][CH:9]=[CH:8][CH:7]=1>>[CH:4]([S:12]([O-:15])(=[O:13])=[O:14])=[CH:5][C:6]1[CH:11]=[CH:10][CH:9]=[CH:8][CH:7]=1.[Li+:2] |f:0.1,3.4|. Procedure details: The yield from the ion exchange column is about one liter of hydrogen styrene sulfonate, which is then neutralized by addition of LiOH-H2O powder (approximately 33 g) until the pH of the solution is about 7. The resulting solution of lithium styrene sulfonate in water is dried. A yield of about 143 g lithium styrene sulfonate (a white or grey powder) with a water content of about 9.9% is obtained.